This data is from the Open Reaction Database (ORD), a public repository of structured organic reaction records. The task is: describe an organic reaction: reactants, conditions, products, and yield Starting materials: [OH-].[Na+] (NaOH), resultant mixture, [Na] (sodium), N1CCC(CC1)O (Piperidin-4-ol), C(C)(=O)O (acetic acid), FC1=C(C=C(C(=O)N([C@H](C=O)C(C)C)C)C=C1)C ((S)-4-fluoro-N,3-dimethyl-N-(3-methyl-1-oxobutan-2-yl)benzamide). Run in C(Cl)Cl (DCM). Reaction conditions: time 3 hour. Yields the product FC1=C(C=C(C(=O)N(C)[C@H](CN2CCC(CC2)O)C(C)C)C=C1)C ((S)-4-Fluoro-N-(1-(4-hydroxypiperidin-1-yl)-3-methylbutan-2-yl)-N,3-dimethylbenzamide). The yield is 21.5%. As a reaction SMILES: [NH:1]1[CH2:6][CH2:5][CH:4]([OH:7])[CH2:3][CH2:2]1.C(O)(=O)C.[F:12][C:13]1[CH:28]=[CH:27][C:16]([C:17]([N:19]([CH3:26])[C@@H:20]([CH:23]([CH3:25])[CH3:24])[CH:21]=O)=[O:18])=[CH:15][C:14]=1[CH3:29].[Na].[OH-].[Na+]>C(Cl)Cl>[F:12][C:13]1[CH:28]=[CH:27][C:16]([C:17]([N:19]([C@@H:20]([CH:23]([CH3:24])[CH3:25])[CH2:21][N:1]2[CH2:6][CH2:5][CH:4]([OH:7])[CH2:3][CH2:2]2)[CH3:26])=[O:18])=[CH:15][C:14]=1[CH3:29] |f:4.5,^1:29|. Procedure details: Piperidin-4-ol (0.048 g, 0.48 mmol) and acetic acid (0.032 mL, 0.56 mmol) was added to (S)-4-fluoro-N,3-dimethyl-N-(3-methyl-1-oxobutan-2-yl)benzamide (Compound A2.1) (0.1 g, 0.40 mmol) in DCM (3 mL). The resultant mixture was stirred at rt for 30 min before sodium triacetoxyhydroborate (0.101 g, 0.48 mmol) was added. The stirring was continued at rt for 3 h. NaOH (1 N aq.) was added to the mixture. The organic phase was filtered through a phase separator and concentrated under reduced pressure.... Starting materials: COC1=C(COCCCOC2=CC=C(C=C2)C2C(CN(CC2)C(=O)OC(C)(C)C)OCC2=CC=CC=3N(C(=NC32)CCCOC)COCC[Si](C)(C)C)C=CC=C1 (tert-butyl 4-{4-[3-(2-methoxybenzyloxy)propoxy]phenyl}-3-[2-(3-methoxypropyl)-1-(2-trimethylsilanylethoxymethyl)-1H-benzoimidazol-4-ylmethoxy]piperidine-1-carboxylate), [F-].C(CCC)[N+](CCCC)(CCCC)CCCC (tetrabutylammonium fluoride). The product is COC1=C(COCCCOC2=CC=C(C=C2)C2C(CN(CC2)C(=O)OC(C)(C)C)OCC2=CC=CC=3NC(=NC32)CCCOC)C=CC=C1 (tert-Butyl 4-{4-[3-(2-methoxybenzyloxy)propoxy]phenyl}-3-[2-(3-methoxypropyl)-1H-benzoimidazol-4-ylmethoxy]piperidine-1-carboxylate). RXN SMILES: [CH3:1][O:2][C:3]1[CH:57]=[CH:56][CH:55]=[CH:54][C:4]=1[CH2:5][O:6][CH2:7][CH2:8][CH2:9][O:10][C:11]1[CH:16]=[CH:15][C:14]([CH:17]2[CH2:22][CH2:21][N:20]([C:23]([O:25][C:26]([CH3:29])([CH3:28])[CH3:27])=[O:24])[CH2:19][CH:18]2[O:30][CH2:31][C:32]2[C:40]3[N:39]=[C:38]([CH2:41][CH2:42][CH2:43][O:44][CH3:45])[N:37](COCC[Si](C)(C)C)[C:36]=3[CH:35]=[CH:34][CH:33]=2)=[CH:13][CH:12]=1.[F-].C([N+](CCCC)(CCCC)CCCC)CCC>>[CH3:1][O:2][C:3]1[CH:57]=[CH:56][CH:55]=[CH:54][C:4]=1[CH2:5][O:6][CH2:7][CH2:8][CH2:9][O:10][C:11]1[CH:16]=[CH:15][C:14]([CH:17]2[CH2:22][CH2:21][N:20]([C:23]([O:25][C:26]([CH3:29])([CH3:28])[CH3:27])=[O:24])[CH2:19][CH:18]2[O:30][CH2:31][C:32]2[C:40]3[N:39]=[C:38]([CH2:41][CH2:42][CH2:43][O:44][CH3:45])[NH:37][C:36]=3[CH:35]=[CH:34][CH:33]=2)=[CH:13][CH:12]=1 |f:1.2|. Procedure details: Analogously to Example 228a, 0.5 g of tert-butyl 4-{4-[3-(2-methoxybenzyloxy)propoxy]phenyl}-3-[2-(3-methoxypropyl)-1-(2-trimethylsilanylethoxymethyl)-1H-benzoimidazol-4-ylmethoxy]piperidine-1-carboxylate and 5.44 ml of tetrabutylammonium fluoride solution (1M in tetrahydrofuran) are reacted. The title compound is obtained as a yellowish oil. Rf=0.40 (1:1 EtOAc-heptane); Rt=4.99. As a reaction SMILES: [CH3:1][O:2][C:3](=[O:16])[CH:4]([NH:8][C:9]([O:11][C:12]([CH3:15])([CH3:14])[CH3:13])=[O:10])[CH2:5][CH:6]=[CH2:7].B1C2CCCC1CCC2.I[C:27]1[CH:32]=[CH:31][C:30]([O:33][CH3:34])=[CH:29][CH:28]=1>C1COCC1.C1C=CC(P(C2C=CC=CC=2)[C-]2C=CC=C2)=CC=1.C1C=CC(P(C2C=CC=CC=2)[C-]2C=CC=C2)=CC=1.Cl[Pd]Cl.[Fe+2]>[CH3:1][O:2][C:3](=[O:16])[CH:4]([NH:8][C:9]([O:11][C:12]([CH3:15])([CH3:14])[CH3:13])=[O:10])[CH2:5][CH2:6][CH2:7][C:27]1[CH:32]=[CH:31][C:30]([O:33][CH3:34])=[CH:29][CH:28]=1 |f:4.5.6.7|. The product is COC(C(CCCC1=CC=C(C=C1)OC)NC(=O)OC(C)(C)C)=O (2-tert-Butoxycarbonylamino-5-(4-methoxy-phenyl)-pentanoic acid methyl ester). Run at time 2 hour. The solvent is C1CCOC1 (THF), C1CCOC1 (THF). The reagents and catalysts are C1=CC=C(C=C1)P([C-]2C=CC=C2)C3=CC=CC=C3.C1=CC=C(C=C1)P([C-]2C=CC=C2)C3=CC=CC=C3.Cl[Pd]Cl.[Fe+2] (PdCl2(dppf)). The reactants are IC1=CC=C(C=C1)OC (4-Iodoanisole), COC(C(CC=C)NC(=O)OC(C)(C)C)=O (2-tert-butoxycarbonylamino-pent-4-enoic acid methyl ester), B1C2CCCC1CCC2 (9-BBN), solution. Procedure details: To a cooled (0° C.) mixture comprising 2-tert-butoxycarbonylamino-pent-4-enoic acid methyl ester (4.0 g, 17.46 mmol) in dry THF (60 mL) under an inert atmosphere of argon is added 9-BBN (70 mL of a 0.5 M solution in THF, 35.0 mmol). The reaction is stirred at RT for 2 h. To this mixture is added degassed DMF (50 mL) followed by an aqueous solution of potassium phosphate (12 mL of a 3 M aqueous solution, 36 mmol). 4-Iodoanisole (4.3 g, 18.8 mmol) is added immediately followed by PdCl2(dppf) (0.63...